Dataset: the Open Reaction Database (ORD), a public repository of structured organic reaction records. Task: describe an organic reaction: reactants, conditions, products, and yield Reactants: C[Li] (Methyl lithium), CC1CC(C=2CCCCC12)=O (4,5,6,7-tetrahydro-1-methyl-indan-3-one). Solvent: C(C)OCC (diethyl ether). Reaction conditions: time 1 hour. The product is CC=1C=2CCCCC2C(C1)C (7,9dimethylbicyclo-[4.3.0]-nona-1(6),7-diene). The yield is 45.7%. RXN SMILES: [CH3:1][Li].[CH3:3][CH:4]1[C:12]2[CH2:11][CH2:10][CH2:9][CH2:8][C:7]=2[C:6](=O)[CH2:5]1>C(OCC)C>[CH3:3][C:4]1[C:12]2[CH2:11][CH2:10][CH2:9][CH2:8][C:7]=2[CH:6]([CH3:1])[CH:5]=1. Procedure details: Methyl lithium (96 mL, 1.5M, 0.144 mol) was added dropwise to a solution of 4,5,6,7-tetrahydro-1-methyl-indan-3-one (17.7 g, 0.118 mol) in 50 mL of diethyl ether under an argon atmosphere whereupon the reaction mixture was refluxed for 18 hours. The mixture was hydrolyzed, and extracted with diethyl ether. The ether extracts were dried over anhydrous MgSO4 and filtered. To the ether solution 0.5 mL of 6M HCl was added and the solution was stirred for one hour. After this time period the ether so...